Dataset: the Open Reaction Database (ORD), a public repository of structured organic reaction records. Task: describe an organic reaction: reactants, conditions, products, and yield The reactants are [P] (Phosphorus), BrBr (Bromine), CC(C(=O)O)C(=O)O (2-methylmalonic acid). Product: BrC(C(=O)O)(C(=O)O)C (2-Bromo-2-methyl malonic acid). Reaction SMILES: [P].[Br:2]Br.[CH3:4][CH:5]([C:9]([OH:11])=[O:10])[C:6]([OH:8])=[O:7]>>[Br:2][C:5]([CH3:4])([C:9]([OH:11])=[O:10])[C:6]([OH:8])=[O:7]. Procedure details: Phosphorus and Bromine is added into dry 2-methylmalonic acid according to the procedure of Braun, in Berichte 42, p. 839 (1909) to form 2-Bromo-2-methyl malonic acid. Reactants: aminopropyl, C1=CC(=CC(=C1)Cl)C(=O)OO (mCPBA), C1(CC1)NC(=O)C=1C=C(C(=C(C1)C1=CC=C(C=N1)C(=O)N[C@@H](C(C)(C)C)C)C)F (6-{5-[(cyclopropylamino)carbonyl]-3-fluoro-2-methylphenyl}-N-[(1R)-1,2,2-trimethylpropyl]-3-pyridinecarboxamide), C1(CC1)NC(=O)C=1C=C(C(=C(C1)C1=CC=C(C=N1)C(=O)N[C@@H](C(C)(C)C)C)C)F (6-{5-[(cyclopropylamino)carbonyl]-3-fluoro-2-methylphenyl}-N-[(1R)-1,2,2-trimethylpropyl]-3-pyridinecarboxamide). Run in C(Cl)(Cl)Cl (chloroform), CO (methanol). Reaction conditions: temperature 60 celsius. Yields the product C1(CC1)NC(=O)C=1C=C(C(=C(C1)C1=CC=C(C=[N+]1[O-])C(=O)N[C@@H](C(C)(C)C)C)C)F (6-{5-[(cyclopropylamino)carbonyl]-3-fluoro-2-methylphenyl}-N-[(1R)-1,2,2-trimethylpropyl]-3-pyridinecarboxamide 1-oxide). RXN SMILES: C1C=C(Cl)C=C(C(OO)=[O:9])C=1.[CH:12]1([NH:15][C:16]([C:18]2[CH:19]=[C:20]([F:40])[C:21]([CH3:39])=[C:22]([C:24]3[N:29]=[CH:28][C:27]([C:30]([NH:32][C@H:33]([CH3:38])[C:34]([CH3:37])([CH3:36])[CH3:35])=[O:31])=[CH:26][CH:25]=3)[CH:23]=2)=[O:17])[CH2:14][CH2:13]1>C(Cl)(Cl)Cl.CO>[CH:12]1([NH:15][C:16]([C:18]2[CH:19]=[C:20]([F:40])[C:21]([CH3:39])=[C:22]([C:24]3[N+:29]([O-:9])=[CH:28][C:27]([C:30]([NH:32][C@H:33]([CH3:38])[C:34]([CH3:36])([CH3:35])[CH3:37])=[O:31])=[CH:26][CH:25]=3)[CH:23]=2)=[O:17])[CH2:14][CH2:13]1. Procedure: mCPBA (57-86%, 15 mg) was added to a solution of 6-{5-[(cyclopropylamino)carbonyl]-3-fluoro-2-methylphenyl}-N-[(1R)-1,2,2-trimethylpropyl]-3-pyridinecarboxamide (Intermediate 10, 20 mg) in chloroform (3 ml) at 60° C. and the reaction maintained at 60° C. for 7 hrs. The reaction was allowed to cool, diluted with methanol, and passed through an aminopropyl SPE (2 g) and an SCX SPE (1.0 g). The filtrate was reduced to dryness under vacuum and the residue triturated with ether to give 6-{5-[(cyclopr... Reactants: CCOC(=O)C1C(OC)C(=O)N1c1ccc(OC)cc1, CC#N, [NH4+], [Na+], [Na+], O=[N+]([O-])[O-], O, O=S([O-])[O-]. The product is CCOC(=O)C1NC(=O)C1OC. Reaction SMILES: [C:1](=[O:2])([O:3][CH2:4][CH3:5])[CH:6]1[CH:7]([O:19][CH3:20])[C:8](=[O:18])[N:9]1[c:10]1[cH:11][cH:12][c:13]([O:14][CH3:15])[cH:16][cH:17]1.[CH3:32][C:33]#[N:34].[NH4+:21].[Na+:30].[Na+:31].[O-:22][N+:23](=[O:24])[O-:25].[OH2:35].[S:26]([O-:27])([O-:28])=[O:29]>>[C:1](=[O:2])([O:3][CH2:4][CH3:5])[CH:6]1[CH:7]([O:19][CH3:20])[C:8](=[O:18])[NH:9]1. Reactants: [N+](=O)([O-])C=1C=C(COC2=CC=C(OC3=C(N)C=CC=C3)C=C2)C=CC1 (2-[4-(3-Nitrobenzyloxy)phenoxy]aniline), C(C)(=O)OCC.Cl (hydrogen chloride-ethyl acetate). Solvent: C(C)(=O)OCC (ethyl acetate). Conditions: time 30 minute. Yields the product Cl.[N+](=O)([O-])C=1C=C(COC2=CC=C(OC3=C(N)C=CC=C3)C=C2)C=CC1 (2-[4-(3-Nitrobenzyloxy)phenoxy]aniline hydrochloride). RXN SMILES: [N+:1]([C:4]1[CH:5]=[C:6]([CH:23]=[CH:24][CH:25]=1)[CH2:7][O:8][C:9]1[CH:22]=[CH:21][C:12]([O:13][C:14]2[CH:20]=[CH:19][CH:18]=[CH:17][C:15]=2[NH2:16])=[CH:11][CH:10]=1)([O-:3])=[O:2].C(OCC)(=O)C.[ClH:32]>C(OCC)(=O)C>[ClH:32].[N+:1]([C:4]1[CH:5]=[C:6]([CH:23]=[CH:24][CH:25]=1)[CH2:7][O:8][C:9]1[CH:22]=[CH:21][C:12]([O:13][C:14]2[CH:20]=[CH:19][CH:18]=[CH:17][C:15]=2[NH2:16])=[CH:11][CH:10]=1)([O-:3])=[O:2] |f:1.2,4.5|. Procedure: 2-[4-(3-Nitrobenzyloxy)phenoxy]aniline (0.64 g, 1.9 mmol) was dissolved in ethyl acetate (10 ml), and 4 N hydrogen chloride-ethyl acetate solution (1 ml) was added, followed by stirring for 30 minutes. The solvent was evaporated under reduced pressure, and the residue was crystallized from diethyl ether to give the title compound (0.55 g). The reactants are C(C)OC(=O)C=1SC2=C(C1C1=CC=CC=C1)C=C(C=C2)NS(=O)(=O)C2=CC=C(C=C2)C(C)(C)C (5-(4-tert-Butylbenzenesulfonylamino)-3-phenyl-1-benzothiophene-2-carboxylic acid ethyl ester), [OH-].[Na+] (sodium hydroxide). Solvent: C(C)O.O (ethanol water). The product is C(C)(C)(C)C1=CC=C(C=C1)S(=O)(=O)NC=1C=CC2=C(C(=C(S2)C(=O)O)C2=CC=CC=C2)C1 (5-(4-tert-Butylbenzenesulfonylamino)-3-phenyl-1-benzothiophene-2-carboxylic acid). Reaction SMILES: C([O:3][C:4]([C:6]1[S:7][C:8]2[CH:20]=[CH:19][C:18]([NH:21][S:22]([C:25]3[CH:30]=[CH:29][C:28]([C:31]([CH3:34])([CH3:33])[CH3:32])=[CH:27][CH:26]=3)(=[O:24])=[O:23])=[CH:17][C:9]=2[C:10]=1[C:11]1[CH:16]=[CH:15][CH:14]=[CH:13][CH:12]=1)=[O:5])C.[OH-].[Na+]>C(O)C.O>[C:31]([C:28]1[CH:27]=[CH:26][C:25]([S:22]([NH:21][C:18]2[CH:19]=[CH:20][C:8]3[S:7][C:6]([C:4]([OH:5])=[O:3])=[C:10]([C:11]4[CH:16]=[CH:15][CH:14]=[CH:13][CH:12]=4)[C:9]=3[CH:17]=2)(=[O:23])=[O:24])=[CH:30][CH:29]=1)([CH3:34])([CH3:32])[CH3:33] |f:1.2,3.4|. Procedure: According to Step 5, after reaction of 5-(4-tert-Butylbenzenesulfonylamino)-3-phenyl-1-benzothiophene-2-carboxylic acid ethyl ester (1.24 g, 2.5 mmol) from Example 1d) with 1M sodium hydroxide solution in ethanol/water (2:1, 49 mL), the desired compound is obtained at quantitative yield (1.18 g). The reactants are SC=1NC=2C(=NC=CC2)N1 (2-Mercaptoimidazo[4,5-b]pyridine), Cl.C1(CCCC1)NC1=C(CCl)C=CC=C1 (2-(N-cylopentylamino)benzyl chloride hydrochloride). The solvent is C(C)O (ethanol). The product is N1C=NC2=NC=CC=C21 (imidazo[4,5-b]pyridine). As a reaction SMILES: S[C:2]1[NH:3][C:4]2[C:5]([N:10]=1)=[N:6][CH:7]=[CH:8][CH:9]=2.Cl.C1(NC2C=CC=CC=2CCl)CCCC1>C(O)C>[NH:3]1[C:4]2[C:5](=[N:6][CH:7]=[CH:8][CH:9]=2)[N:10]=[CH:2]1 |f:1.2|. Procedure details: 2-Mercaptoimidazo[4,5-b]pyridine and 2-(N-cylopentylamino)benzyl chloride hydrochloride were reacted in an aqueous ethanol solution to obtain 2-[2-(N-cyclopentylamino)benzylthio[-imidazo[4,5-b]pyridine in the same manner as in Example 9-(2). The obtained 2-[2-(N-cyclopentylamino)benzylthio]imidazo[4,5-b]pyridine was oxidized by m-chloroperbenzoic acid in chloroform in the same manner in Example 9-(3) to give 2-[2-(N-cyclopentylamino)benzylsulfinyl]imidazo[4,5-b]pyridine as a pale yellow crystall... Reactants: Cl.NO (hydroxylamine hydrochloride), C(C)(C)(C)OC(=O)N1CCC(CC1)C(=O)C=1SC(=CC1Br)COC (4-[1-(3-bromo-5-methoxymethyl-thiophen-2-yl)-methanoyl]-piperidine-1-carboxylic acid tert-butyl ester), Cl (hydrochloric acid). Run in N1=CC=CC=C1 (pyridine). Reaction conditions: time 8 hour. Product: C(C)(C)(C)OC(=O)N1CCC(CC1)C(=NO)C=1SC(=CC1Br)COC (4-[1-(3-bromo-5-methoxymethyl-thiophen-2-yl)-1-hydroxyimino-methyl]-piperidine-1-carboxylic acid tert-butyl ester). Yield: 96.6%. RXN SMILES: Cl.[NH2:2][OH:3].[C:4]([O:8][C:9]([N:11]1[CH2:16][CH2:15][CH:14]([C:17]([C:19]2[S:20][C:21]([CH2:25][O:26][CH3:27])=[CH:22][C:23]=2[Br:24])=O)[CH2:13][CH2:12]1)=[O:10])([CH3:7])([CH3:6])[CH3:5].Cl>N1C=CC=CC=1>[C:4]([O:8][C:9]([N:11]1[CH2:16][CH2:15][CH:14]([C:17]([C:19]2[S:20][C:21]([CH2:25][O:26][CH3:27])=[CH:22][C:23]=2[Br:24])=[N:2][OH:3])[CH2:13][CH2:12]1)=[O:10])([CH3:7])([CH3:6])[CH3:5] |f:0.1|. Procedure details: Add hydroxylamine hydrochloride (2.29 g, 45.27 mmol, 2.00 equivalents) to a stirred solution of 4-[1-(3-bromo-5-methoxymethyl-thiophen-2-yl)-methanoyl]-piperidine-1-carboxylic acid tert-butyl ester (9.47 g, 22.64 mmol, 1.00 equivalents) in pyridine (42.40 mL). Stir the resulting solution at room temperature overnight and then at 70° C. for 4 hours. Cool the reaction mixture slightly, add hydrochloric acid (3N, 100 mL) and extract the resulting mixture with dichloromethane (100 mL). Wash the extr... The reactants are FC1=C(C=CC=C1)C1=NC(C=2N(C3=C1C=C(C=C3)I)C(=NN2)C)O (rac-6-(2-fluorophenyl)-4-hydroxy-8-iodo-1-methyl-4H-[1,2,4]triazolo[4,3-a][4,1]benzodiazepine), C(C#C)N1C(CCC2=CC=CC=C12)=O (3,4-dihydro-1(2-propynyl)-2(1H)-quinolinone), C(C)O (ethanol). The solvent is C(Cl)Cl (methylene chloride). Product: FC1=C(C=CC=C1)C1=NC(C=2N(C3=C1C=C(C=C3)C#CCN3C(CCC1=CC=CC=C31)=O)C(=NN2)C)O (rac-1-{3-[6-(2-fluorophenyl)-4-hydroxy-1-methyl-4H-[1,2,4]triazolo[4,3-a][4,1]benzodiazepin-8-yl]-2-propynyl}-3,4-dihydro-2(1H)-quinolinone). Reaction SMILES: [F:1][C:2]1[CH:7]=[CH:6][CH:5]=[CH:4][C:3]=1[C:8]1[C:14]2[CH:15]=[C:16](I)[CH:17]=[CH:18][C:13]=2[N:12]2[C:20]([CH3:23])=[N:21][N:22]=[C:11]2[CH:10]([OH:24])[N:9]=1.[CH2:25]([N:28]1[C:37]2[C:32](=[CH:33][CH:34]=[CH:35][CH:36]=2)[CH2:31][CH2:30][C:29]1=[O:38])[C:26]#[CH:27].C(O)C>C(Cl)Cl>[F:1][C:2]1[CH:7]=[CH:6][CH:5]=[CH:4][C:3]=1[C:8]1[C:14]2[CH:15]=[C:16]([C:27]#[C:26][CH2:25][N:28]3[C:37]4[C:32](=[CH:33][CH:34]=[CH:35][CH:36]=4)[CH2:31][CH2:30][C:29]3=[O:38])[CH:17]=[CH:18][C:13]=2[N:12]2[C:20]([CH3:23])=[N:21][N:22]=[C:11]2[CH:10]([OH:24])[N:9]=1. Reported procedure: The title compound was obtained by reacting rac-6-(2-fluorophenyl)-4-hydroxy-8-iodo-1-methyl-4H-[1,2,4]triazolo[4,3-a][4,1]benzodiazepine with 3,4-dihydro-1(2-propynyl)-2(1H)-quinolinone under the conditions used in Example 37. The product was isolated by chromatography over the 50-fold amount of silica gel using 5% (v/v) of ethanol in methylene chloride. The combined good fractions were evaporated and the residue was crystallized from methanol/ethyl acetate to give colorless crystals of rac-1-{... The reactants are [F-].[Cs+] (CsF), ClC1=C(C=CC(=C1)NC1=C(C=CC=C1)Br)C(=O)C1=C(C=CC=C1)C ({2-chloro-4-[(2-bromophenyl)amino]phenyl}(2-methylphenyl)methanone), C(CCC)[Sn](/C=C/CO)(CCCC)CCCC ((2E)-3-(tributylstannyl)prop-2-en-1-ol). Reagents/catalysts: C=1C=CC(=CC1)/C=C/C(=O)/C=C/C2=CC=CC=C2.C=1C=CC(=CC1)/C=C/C(=O)/C=C/C2=CC=CC=C2.C=1C=CC(=CC1)/C=C/C(=O)/C=C/C2=CC=CC=C2.[Pd].[Pd] (Pd2(dba)3). Run in O1CCOCC1 (dioxane), O1CCOCC1 (dioxane), C(C)#N (acetonitrile). Conditions: time 48 hour. Product: ClC1=C(C=CC(=C1)NC1=C(C=CC=C1)\C=C\CO)C(=O)C1=C(C=CC=C1)C ([2-chloro-4-({2-[(1E)-3-hydroxyprop-1-enyl]phenyl}amino)phenyl](2-methylphenyl)methanone). As a reaction SMILES: [Cl:1][C:2]1[CH:7]=[C:6]([NH:8][C:9]2[CH:14]=[CH:13][CH:12]=[CH:11][C:10]=2Br)[CH:5]=[CH:4][C:3]=1[C:16]([C:18]1[CH:23]=[CH:22][CH:21]=[CH:20][C:19]=1[CH3:24])=[O:17].[F-].[Cs+].C([Sn](CCCC)(CCCC)/[CH:32]=[CH:33]/[CH2:34][OH:35])CCC>O1CCOCC1.C(#N)C.C1C=CC(/C=C/C(/C=C/C2C=CC=CC=2)=O)=CC=1.C1C=CC(/C=C/C(/C=C/C2C=CC=CC=2)=O)=CC=1.C1C=CC(/C=C/C(/C=C/C2C=CC=CC=2)=O)=CC=1.[Pd].[Pd]>[Cl:1][C:2]1[CH:7]=[C:6]([NH:8][C:9]2[CH:14]=[CH:13][CH:12]=[CH:11][C:10]=2/[CH:32]=[CH:33]/[CH2:34][OH:35])[CH:5]=[CH:4][C:3]=1[C:16]([C:18]1[CH:23]=[CH:22][CH:21]=[CH:20][C:19]=1[CH3:24])=[O:17] |f:1.2,6.7.8.9.10|. Procedure: Under an atmosphere of argon, a solution of {2-chloro-4-[(2-bromophenyl)amino]phenyl}(2-methylphenyl)methanone (300 mg) (disclosed in WO 01/42189) in dioxane (1.5 mL) and a solution of P-t-Bu3 (18 mg) in dioxane (1.0 mL) were added in turn to a Schlenk tube charged with Pd2(dba)3 (21 mg) and CsF (152 mg). (2E)-3-(tributylstannyl)prop-2-en-1-ol (273 mg) was then added by syringe, and the Schlenk tube was sealed, placed in an 35–50° C. oil bath, and stirred for 48 h. The reaction mixture was then ...